From a dataset of the Open Reaction Database (ORD), a public repository of structured organic reaction records. describe an organic reaction: reactants, conditions, products, and yield Starting materials: COC1=CC=C(C=C1)CC(C)N ((-)-2-(p-methoxyphenyl)-1-methylethylamine), C(C)(=O)OC(C)=O (acetic anhydride). Solvent: N1=CC=CC=C1 (pyridine). Run at time 1 hour. Yields the product C(C)(=O)N[C@@H](CC1=CC=C(C=C1)OC)C ((R)(+)-N-acetyl-2-(p-methoxyphenyl)-1-methylethylamine). RXN SMILES: [CH3:1][O:2][C:3]1[CH:8]=[CH:7][C:6]([CH2:9][CH:10]([NH2:12])[CH3:11])=[CH:5][CH:4]=1.[C:13](OC(=O)C)(=[O:15])[CH3:14]>N1C=CC=CC=1>[C:13]([NH:12][C@H:10]([CH3:11])[CH2:9][C:6]1[CH:7]=[CH:8][C:3]([O:2][CH3:1])=[CH:4][CH:5]=1)(=[O:15])[CH3:14]. Reported procedure: In 6 ml of pyridine was dissolved 1.5 g of (-)-2-(p-methoxyphenyl)-1-methylethylamine ([α]D23 : -30.1° (c=1.2, methanol)), and after adding thereto 3 ml of acetic anhydride, the mixture was allowed to stand at room temperature for 1 hour. After distilling off the solvent, the residue was extracted with ethyl acetate. The ethyl acetate extract was washed with water, and dried over anhydrous sodium sulfate, and the solvent was distilled off and the crude crystals formed were recrystallized from a ... The reactants are COC=1C=C(C=CC1OC)C1=NNC([C@H]2CCCC[C@@H]12)=O ((cis)-4-(3,4-Dimethoxyphenyl)-4a,5,6,7,8,8a-hexahydro-2H-phthalazin-1-one), BrCC (bromoethane), COC=1C=C(C=CC1OC)C1=NN(C([C@H]2CCCC[C@@H]12)=O)C ((cis)-4-(3,4-Dimethoxyphenyl)-2-methyl-4a,5,6,7,8,8a-hexahydro-2H-phthalazin-1-one). Yields the product COC=1C=C(C=CC1OC)C1=NN(C([C@H]2CCCC[C@@H]12)=O)CC ((cis)-4-(3,4-Dimethoxyphenyl)-2-ethyl-4a,5,6,7,8,8a-hexahydro-2H-phthalazin-1-one). As a reaction SMILES: [CH3:1][O:2][C:3]1[CH:4]=[C:5]([C:11]2[C@H:20]3[C@H:15]([CH2:16][CH2:17][CH2:18][CH2:19]3)[C:14](=[O:21])[NH:13][N:12]=2)[CH:6]=[CH:7][C:8]=1[O:9][CH3:10].Br[CH2:23][CH3:24].COC1C=C(C2[C@H]3[C@H](CCCC3)C(=O)N(C)N=2)C=CC=1OC>>[CH3:1][O:2][C:3]1[CH:4]=[C:5]([C:11]2[C@H:20]3[C@H:15]([CH2:16][CH2:17][CH2:18][CH2:19]3)[C:14](=[O:21])[N:13]([CH2:23][CH3:24])[N:12]=2)[CH:6]=[CH:7][C:8]=1[O:9][CH3:10]. Procedure: Prepared from compound 1 and bromoethane as described for compound 8. Crystallized from methanol. M.p. 105-106° C. Starting materials: C(C1=CC=CC=C1)OC(=O)C1=CC=C([O-])C=C1.[K+] (potassium 4-benzyloxycarbonylphenoxide), FC1=C(C(=C(C(=N1)F)F)F)F (pentafluoropyridine), [K] (potassium). Run in CN(C=O)C (dimethylformamide), CN(C=O)C (dimethylformamide). Run at temperature 0 celsius, time 24 hour. Product: C(C1=CC=CC=C1)OC(=O)C1=CC=C(OC2=NC(=C(C(=C2F)F)F)F)C=C1 (2-(4-benzyloxycarbonylphenoxy)-3,4,5,6-tetrafluoropyridine). As a reaction SMILES: F[C:2]1[N:7]=[C:6]([F:8])[C:5]([F:9])=[C:4]([F:10])[C:3]=1[F:11].[CH2:12]([O:19][C:20]([C:22]1[CH:28]=[CH:27][C:25]([O-:26])=[CH:24][CH:23]=1)=[O:21])[C:13]1[CH:18]=[CH:17][CH:16]=[CH:15][CH:14]=1.[K+].[K]>CN(C)C=O>[CH2:12]([O:19][C:20]([C:22]1[CH:23]=[CH:24][C:25]([O:26][C:2]2[C:3]([F:11])=[C:4]([F:10])[C:5]([F:9])=[C:6]([F:8])[N:7]=2)=[CH:27][CH:28]=1)=[O:21])[C:13]1[CH:14]=[CH:15][CH:16]=[CH:17][CH:18]=1 |f:1.2,^1:29|. Procedure details: 33.8 g of pentafluoropyridine (0.2 mol) are dissolved in 500 ml of dimethylformamide, the solution is cooled to 0° C. by means of a cryostat, and a solution of 53.3 g of potassium 4-benzyloxycarbonylphenoxide (0.2 mol) in 400 ml of dimethylformamide is then added drop wise over the course of 2 hours. After 24 hours at 0° C., the potassium salt has reacted.